From a dataset of the Open Reaction Database (ORD), a public repository of structured organic reaction records. describe an organic reaction: reactants, conditions, products, and yield The yield is 61.0%. As a reaction SMILES: [Cl:1][C:2]([N:4]1[C:10]2[CH:11]=[CH:12][CH:13]=[CH:14][C:9]=2[C:8](=[O:15])[NH:7][C:6]2[CH:16]=[CH:17][CH:18]=[N:19][C:5]1=2)=[O:3].[N:20]1([CH2:26][CH2:27][CH2:28][CH:29]2[CH2:34][CH2:33][CH2:32][NH:31][CH2:30]2)[CH2:25][CH2:24][O:23][CH2:22][CH2:21]1>C(O)C.O.CC(C)=O>[ClH:1].[N:20]1([CH2:26][CH2:27][CH2:28][CH:29]2[CH2:34][CH2:33][CH2:32][N:31]([C:2]([N:4]3[C:10]4[CH:11]=[CH:12][CH:13]=[CH:14][C:9]=4[C:8](=[O:15])[NH:7][C:6]4[CH:16]=[CH:17][CH:18]=[N:19][C:5]3=4)=[O:3])[CH2:30]2)[CH2:25][CH2:24][O:23][CH2:22][CH2:21]1 |f:2.3.4,5.6|. Run in C(C)O.O.CC(=O)C (ethanol water acetone). Reported procedure: Prepared analogously to Example 1 from 11-(chlorocarbonyl)-5,11-dihydro-6H-pyrido[2,3-b][1,4]benzodiazepin-6-one and 3-[3-(4-morpholinyl)propyl]piperidine in a yield of 61% of theory. Colourless crystals, m.p. >260° C. (from ethanol/water/acetone). The product is Cl.N1(CCOCC1)CCCC1CN(CCC1)C(=O)N1C2=C(NC(C3=C1C=CC=C3)=O)C=CC=N2 (5,11-Dihydro-11-[[3-[3-(4-morpholinyl)propyl]-1-piperidinyl]carbonyl]-6H-pyrido[2,3-b][1,4]benzodiazepin-6-one-hydrochloride). Starting materials: ClC(=O)N1C2=C(NC(C3=C1C=CC=C3)=O)C=CC=N2 (11-(chlorocarbonyl)-5,11-dihydro-6H-pyrido[2,3-b][1,4]benzodiazepin-6-one), N1(CCOCC1)CCCC1CNCCC1 (3-[3-(4-morpholinyl)propyl]piperidine). Reactants: FC1(CCC2C1C(NO2)(C)C2=C(C=CC=C2)F)F (rac-(3S,3aR,6aR)-4,4-difluoro-3-(2-fluoro-phenyl)-3-methyl-hexahydro-cyclopenta[d]isoxazole), CCCCCCC (n-heptane). Run in C(C)O (ethanol). Product: FC1(CC[C@H]2[C@@H]1[C@](NO2)(C)C2=C(C=CC=C2)F)F ((3R,3aS,6aS)-4,4-difluoro-3-(2-fluoro-phenyl)-3-methyl-hexahydro-cyclopenta[d]isoxazole). The yield is 30.0%. Reaction SMILES: [F:1][C:2]1([F:18])[CH:6]2[C:7]([C:11]3[CH:16]=[CH:15][CH:14]=[CH:13][C:12]=3[F:17])([CH3:10])[NH:8][O:9][CH:5]2[CH2:4][CH2:3]1.CCCCCCC>C(O)C>[F:18][C:2]1([F:1])[C@H:6]2[C@@:7]([C:11]3[CH:16]=[CH:15][CH:14]=[CH:13][C:12]=3[F:17])([CH3:10])[NH:8][O:9][C@H:5]2[CH2:4][CH2:3]1. Procedure details: Intermediates IX-1: The rac-(3S,3aR,6aR)-4,4-difluoro-3-(2-fluoro-phenyl)-3-methyl-hexahydro-cyclopenta[d]isoxazole was resolved by high-performance liquid chromatography (HPLC) on a chiral phase (Chiralpak AD) using a 90:10-mixture of n-heptane and ethanol as the eluent to give the (3R,3aS,6aS)-4,4-difluoro-3-(2-fluoro-phenyl)-3-methyl-hexahydro-cyclopenta[d]isoxazole (intermediate IXb-1) as the faster eluting enantiomer (30% yield) and the desired (3S,3aR,6aR)-4,4-difluoro-3-(2-fluoro-phenyl)-... Reactants: C(C)(C)(C)OC(NC1(CCC1)C1=CC=C(C=C1)C1=NC=2N(N=C3C=CC(=CC23)F)C(=C1C1=CC=CC=C1)NC1CC1)=O ({1-[4-(9-fluoro-4-cyclopropylamino-3-phenyl-pyrimido[1,2-b]indazol-2-yl)phenyl]cyclobutyl}carbamic acid tert-butyl ester), Cl (hydrogen chloride). The solvent is O1CCOCC1 (dioxane), O1CCOCC1 (dioxane). Run at time 5 hour. The product is NC1(CCC1)C1=CC=C(C=C1)C1=NC=2N(N=C3C=CC(=CC23)F)C(=C1C1=CC=CC=C1)NC1CC1 (2-[4-(1-Aminocyclobutyl)phenyl]-N-cyclopropyl-9-fluoro-3-phenylpyrimido[1,2-b]indazol-4-amine). Isolated yield 7.4%. RXN SMILES: C(OC(=O)[NH:7][C:8]1([C:12]2[CH:17]=[CH:16][C:15]([C:18]3[C:31]([C:32]4[CH:37]=[CH:36][CH:35]=[CH:34][CH:33]=4)=[C:30]([NH:38][CH:39]4[CH2:41][CH2:40]4)[N:21]4[N:22]=[C:23]5[C:28]([CH:27]=[C:26]([F:29])[CH:25]=[CH:24]5)=[C:20]4[N:19]=3)=[CH:14][CH:13]=2)[CH2:11][CH2:10][CH2:9]1)(C)(C)C.Cl>O1CCOCC1>[NH2:7][C:8]1([C:12]2[CH:13]=[CH:14][C:15]([C:18]3[C:31]([C:32]4[CH:33]=[CH:34][CH:35]=[CH:36][CH:37]=4)=[C:30]([NH:38][CH:39]4[CH2:40][CH2:41]4)[N:21]4[N:22]=[C:23]5[C:28]([CH:27]=[C:26]([F:29])[CH:25]=[CH:24]5)=[C:20]4[N:19]=3)=[CH:16][CH:17]=2)[CH2:9][CH2:10][CH2:11]1. Procedure: 720 mg (1.3 mmol) Crude {1-[4-(9-fluoro-4-cyclopropylamino-3-phenyl-pyrimido[1,2-b]indazol-2-yl)phenyl]cyclobutyl}carbamic acid tert-butyl ester, described in step 2, were dissolved in 36 mL dioxane. After dropwise addition of 36 mL of a 4 M hydrogen chloride in dioxane the reaction mixture was stirred for five hours at room temperature. The reaction mixture was evaporated to dryness. Saturated aqueous sodium bicarbonate solution was added and the reaction mixture was extracted three times with ... The reactants are CC(=O)Nc1ccc(S(=O)(=O)Cl)cc1, CCC(=O)O, CO, Cl, Nc1ccc2[nH]c(=O)c3[nH]ccc3c2c1. Product: CCC(=O)O, CC(=O)Nc1ccc(S(=O)(=O)Nc2ccc3[nH]c(=O)c4[nH]ccc4c3c2)cc1. As a reaction SMILES: [C:22]([CH3:23])(=[O:24])[NH:25][c:26]1[cH:27][cH:28][c:29]([S:32](=[O:33])(=[O:34])[Cl:35])[cH:30][cH:31]1.[CH2:2]([CH3:3])[C:4](=[O:5])[OH:6].[CH3:36][OH:37].[ClH:1].[NH2:7][c:8]1[cH:9][c:10]2[c:11]3[c:12]([c:13](=[O:18])[nH:14][c:15]2[cH:16][cH:17]1)[nH:19][cH:20][cH:21]3>>[CH2:2]([CH3:3])[C:4](=[O:5])[OH:6].[NH:7]([c:8]1[cH:9][c:10]2[c:11]3[c:12]([c:13](=[O:18])[nH:14][c:15]2[cH:16][cH:17]1)[nH:19][cH:20][cH:21]3)[S:32]([c:29]1[cH:28][cH:27][c:26]([NH:25][C:22]([CH3:23])=[O:24])[cH:31][cH:30]1)(=[O:33])=[O:34]. The reactants are C1([C@H]2N(CCCN1)CCC2)=O ((9aS)-octahydro-1H-pyrrolo[1,2-a][1,4]diazepin-1-one), FC(C=1C=C(C=C(C1)C(F)(F)F)C(C(=O)N(C)C=1C=NC(=CC1C1=C(C=C(C=C1)F)C)Cl)(C)C)(F)F (2-[3,5-bis(trifluoromethyl)phenyl]-N-[6-chloro-4-(4-fluoro-2-methylphenyl)-3-pyridinyl]-N,2-dimethylpropanamide), CNCCNC (N,N′-dimethyethylendiamine), C([O-])([O-])=O.[Cs+].[Cs+] (caesium carbonate). The reagents and catalysts are [Cu]I (copper(I) iodide). The solvent is O1CCOCC1 (dioxane), CCOC(=O)C (EtOAc). Reaction conditions: time 2 day. The product is FC(C=1C=C(C=C(C1)C(F)(F)F)C(C(=O)N(C)C=1C=NC(=CC1C1=C(C=C(C=C1)F)C)N1C([C@H]2N(CCC1)CCC2)=O)(C)C)(F)F (2-[3,5-bis(trifluoromethyl)phenyl]-N-{4-(4-fluoro-2-methylphenyl)-6-[(9aS)-1-oxohexahydro-1H-pyrrolo[1,2-a][1,4]diazepin-2(3H)-yl]-3-pyridinyl}-N,2-dimethylpropanamide). Isolated yield 21.6%. As a reaction SMILES: [C:1]1(=[O:11])[NH:7][CH2:6][CH2:5][CH2:4][N:3]2[CH2:8][CH2:9][CH2:10][C@@H:2]12.[F:12][C:13]([F:47])([F:46])[C:14]1[CH:15]=[C:16]([C:24]([CH3:45])([CH3:44])[C:25]([N:27]([C:29]2[CH:30]=[N:31][C:32](Cl)=[CH:33][C:34]=2[C:35]2[CH:40]=[CH:39][C:38]([F:41])=[CH:37][C:36]=2[CH3:42])[CH3:28])=[O:26])[CH:17]=[C:18]([C:20]([F:23])([F:22])[F:21])[CH:19]=1.CNCCNC.C(=O)([O-])[O-].[Cs+].[Cs+]>O1CCOCC1.CCOC(C)=O.[Cu]I>[F:23][C:20]([F:21])([F:22])[C:18]1[CH:17]=[C:16]([C:24]([CH3:45])([CH3:44])[C:25]([N:27]([C:29]2[CH:30]=[N:31][C:32]([N:7]3[CH2:6][CH2:5][CH2:4][N:3]4[CH2:8][CH2:9][CH2:10][C@H:2]4[C:1]3=[O:11])=[CH:33][C:34]=2[C:35]2[CH:40]=[CH:39][C:38]([F:41])=[CH:37][C:36]=2[CH3:42])[CH3:28])=[O:26])[CH:15]=[C:14]([C:13]([F:47])([F:12])[F:46])[CH:19]=1 |f:3.4.5|. Procedure details: A solution of (9aS)-octahydro-1H-pyrrolo[1,2-a][1,4]diazepin-1-one (Polish Journal of Chemistry, 59(10-12), 1243-6; 1985) (31 mg, 0.201 mmol), 2-[3,5-bis(trifluoromethyl)phenyl]-N-[6-chloro-4-(4-fluoro-2-methylphenyl)-3-pyridinyl]-N,2-dimethylpropanamide [WO 2005/002577] (53 mg, 0.0996 mmol), N,N′-dimethyethylendiamine (224, 0.207 mmol), copper(I) iodide (38 mg, 0.200 mmol) and caesium carbonate (65 mg, 0.199 mmol) in 3 mL of dioxane was heated to 100° C. in a sealed vial overnight. Heating was ...